Dataset: the Open Reaction Database (ORD), a public repository of structured organic reaction records. Task: describe an organic reaction: reactants, conditions, products, and yield Starting materials: COc1ccc(C=CCCCCBr)cc1, O=C([O-])[O-], CN(C)C=O, COC(=O)CCc1sc(C(=O)c2cccc(C(=O)OC)c2)cc1O, [Cs+], [Cs+]. Yields the product COC(=O)CCc1sc(C(=O)c2cccc(C(=O)OC)c2)cc1OCCCCC=Cc1ccc(OC)cc1. As a reaction SMILES: [Br:31][CH2:32][CH2:33][CH2:34][CH2:35][CH:36]=[CH:37][c:38]1[cH:39][cH:40][c:41]([O:44][CH3:45])[cH:42][cH:43]1.[C:1](=[O:2])([O-:3])[O-:4].[CH3:46][N:47]([CH3:48])[CH:49]=[O:50].[CH3:7][O:8][C:9]([CH2:10][CH2:11][c:12]1[s:13][c:14]([C:18]([c:19]2[cH:20][c:21]([C:25](=[O:26])[O:27][CH3:28])[cH:22][cH:23][cH:24]2)=[O:29])[cH:15][c:16]1[OH:17])=[O:30].[Cs+:5].[Cs+:6]>>[CH3:7][O:8][C:9]([CH2:10][CH2:11][c:12]1[s:13][c:14]([C:18]([c:19]2[cH:20][c:21]([C:25](=[O:26])[O:27][CH3:28])[cH:22][cH:23][cH:24]2)=[O:29])[cH:15][c:16]1[O:17][CH2:32][CH2:33][CH2:34][CH2:35][CH:36]=[CH:37][c:38]1[cH:39][cH:40][c:41]([O:44][CH3:45])[cH:42][cH:43]1)=[O:30]. Starting materials: OC(CCCCC(=O)OCC1=CC=CC=C1)=C1C(CC(CC1=O)(C)C)=O (Benzyl 6-hydroxy-6-(4,4-dimethyl-2,6-dioxocyclo-hexylidene)-hexanoate). Reagents/catalysts: [Pd] (Pd/C). Run in CO (MeOH). The product is OC(CCCCC(=O)O)=C1C(CC(CC1=O)(C)C)=O (6-hydroxy-6-(4,4-dimethyl-2,6-dioxocyclohexylidene)-hexanoic acid). The yield is 97.8%. Reaction SMILES: [OH:1][C:2](=[C:17]1[C:22](=[O:23])[CH2:21][C:20]([CH3:25])([CH3:24])[CH2:19][C:18]1=[O:26])[CH2:3][CH2:4][CH2:5][CH2:6][C:7]([O:9]CC1C=CC=CC=1)=[O:8]>CO.[Pd]>[OH:1][C:2](=[C:17]1[C:18](=[O:26])[CH2:19][C:20]([CH3:24])([CH3:25])[CH2:21][C:22]1=[O:23])[CH2:3][CH2:4][CH2:5][CH2:6][C:7]([OH:9])=[O:8]. Procedure details: Benzyl 6-hydroxy-6-(4,4-dimethyl-2,6-dioxocyclo-hexylidene)-hexanoate (1.50 g, 4.19 mmol) was hydrogenated over Pd/C (10%) (150 mg) in MeOH (20 ml) at room temperature for 10 hours. The catalyst was filtered off, and the filtrate was evaporated, yielding 6-hydroxy-6-(4,4-dimethyl-2,6-dioxocyclohexylidene)-hexanoic acid (1.10 g, 98%); The reactants are C(C)OP(OCC)(=O)C=1C2=C(C=3N=C(C(=NC3C1)OCC1=CC=CC=C1)OCC1=CC=CC=C1)CCN(C2)C (7,8,9,10-Tetrahydro-8-methyl-2,3-bis(phenylmethoxy)-pyrido[4,3-f]quinoxalin-6-yl phosphonic acid diethyl ester). Solvent: C(C)(=O)O (acetic acid), [Pd] (Pd/C). Product: C(C)OP(OCC)(=O)C=1C2=C(C=3NC(C(NC3C1)=O)=O)CCN(C2)C (1,2,3,4,7,8,9,10-Octahydro-8-methyl-2,3-dioxopyrido[4,3-f]quinoxalin-6-yl phoshonic acid diethyl ester). Yield: 83.8%. RXN SMILES: [CH2:1]([O:3][P:4]([C:9]1[C:10]2[CH2:38][N:37]([CH3:39])[CH2:36][CH2:35][C:11]=2[C:12]2[N:13]=[C:14]([O:27]CC3C=CC=CC=3)[C:15]([O:19]CC3C=CC=CC=3)=[N:16][C:17]=2[CH:18]=1)(=[O:8])[O:5][CH2:6][CH3:7])[CH3:2]>C(O)(=O)C.[Pd]>[CH2:6]([O:5][P:4]([C:9]1[C:10]2[CH2:38][N:37]([CH3:39])[CH2:36][CH2:35][C:11]=2[C:12]2[NH:13][C:14](=[O:27])[C:15](=[O:19])[NH:16][C:17]=2[CH:18]=1)(=[O:8])[O:3][CH2:1][CH3:2])[CH3:7]. Reported procedure: A solution of the compound from Example 105 (0.34 g, 0.65 mmol) was dissolved in 60 mL of acetic acid and hydrogenated at 52 psi over 20% Pd/C. The reaction mixture was filtered and concentrated. The residue was dissolved in EtOH (3 mL) and concentrated. This procedure was repeated several times. The residue was then dissolved in EtOH and triturated with ethyl acetate. The solid which formed was collected by suction filtration and dried under vacuum to give the title compound as a yellow solid (... The product is O=C(NCCCc1ccccc1)Oc1ccccc1. As a reaction SMILES: [Cl:27][CH2:28][Cl:29].[c:17]1([CH2:23][CH2:24][CH2:25][NH2:26])[cH:18][cH:19][cH:20][cH:21][cH:22]1.[c:1]1([O:7][C:8](=[O:9])[Cl:10])[cH:2][cH:3][cH:4][cH:5][cH:6]1.[cH:11]1[cH:12][cH:13][n:14][cH:15][cH:16]1>>[c:1]1([O:7][C:8](=[O:9])[NH:26][CH2:25][CH2:24][CH2:23][c:17]2[cH:18][cH:19][cH:20][cH:21][cH:22]2)[cH:2][cH:3][cH:4][cH:5][cH:6]1. Starting materials: ClCCl, NCCCc1ccccc1, O=C(Cl)Oc1ccccc1, c1ccncc1. Reactants: C(C1=CC=CC=C1)N1CC(C(CC1)C1=CC=C(C=C1)OC)O ((3RS,4RS)-1-benzyl-4-(4-methoxy-phenyl)-piperidin-3-ol), Example 44 ( c ), BrCC1=CC2=CC=CC=C2C=C1 (2-bromomethylnaphthalene). The product is C(C1=CC=CC=C1)N1CC(C(CC1)C1=CC=C(C=C1)OC)OCC1=CC2=CC=CC=C2C=C1 ((3RS,4RS)-1-benzyl-4-(4-methoxy-phenyl)-3-(naphthalen-2-ylmethoxy)-piperidine). Reaction SMILES: [CH2:1]([N:8]1[CH2:13][CH2:12][CH:11]([C:14]2[CH:19]=[CH:18][C:17]([O:20][CH3:21])=[CH:16][CH:15]=2)[CH:10]([OH:22])[CH2:9]1)[C:2]1[CH:7]=[CH:6][CH:5]=[CH:4][CH:3]=1.Br[CH2:24][C:25]1[CH:34]=[CH:33][C:32]2[C:27](=[CH:28][CH:29]=[CH:30][CH:31]=2)[CH:26]=1>>[CH2:1]([N:8]1[CH2:13][CH2:12][CH:11]([C:14]2[CH:15]=[CH:16][C:17]([O:20][CH3:21])=[CH:18][CH:19]=2)[CH:10]([O:22][CH2:24][C:25]2[CH:34]=[CH:33][C:32]3[C:27](=[CH:28][CH:29]=[CH:30][CH:31]=3)[CH:26]=2)[CH2:9]1)[C:2]1[CH:3]=[CH:4][CH:5]=[CH:6][CH:7]=1. Reported procedure: In an analogous manner to that described in Example 12(b), by alkylating (3RS,4RS)-1-benzyl-4-(4-methoxy-phenyl)-piperidin-3-ol [Example 44 (c)] with 2-bromomethylnaphthalene there was obtained (3RS,4RS)-1-benzyl-4-(4-methoxy-phenyl)-3-(naphthalen-2-ylmethoxy)-piperidine as a beige coloured solid; MS: 437 (M)+. Subsequent reaction with 2,2,2-trichloroethyl chloroformate gave 2,2,2-trichloro-ethyl (3RS,4RS)-4-(4-methoxy-phenyl)-3-(naphthalen-2-ylmethoxy)-piperidine-1-carboxylate as a yellowish oi... Starting materials: C[Si](CCOCCl)(C)C (2-(trimethylsilyl)ethoxymethyl chloride), BrC1=CC=C(C=C1)C(C(F)(F)F)(C(F)(F)F)O (2-(4-Bromophenyl)-1,1,1,3,3,3-hexafluoro-2-propanol). Run in C(Cl)Cl (CH2Cl2), solvent, C(Cl)(Cl)Cl (CHCl3). Run at time 3 hour. Product: BrC1=CC=C(C=C1)C(C(F)(F)F)(C(F)(F)F)OCOCC[Si](C)(C)C (2-(4-Bromophenyl)-2-[2-(trimethylsilyl)ethoxymethoxy]-1,1,1,3,3,3-hexafluoropropane). Isolated yield 91.9%. RXN SMILES: [CH3:1][Si:2]([CH3:9])([CH3:8])[CH2:3][CH2:4][O:5][CH2:6]Cl.[Br:10][C:11]1[CH:16]=[CH:15][C:14]([C:17]([OH:26])([C:22]([F:25])([F:24])[F:23])[C:18]([F:21])([F:20])[F:19])=[CH:13][CH:12]=1>C(Cl)Cl.C(Cl)(Cl)Cl>[Br:10][C:11]1[CH:12]=[CH:13][C:14]([C:17]([O:26][CH2:6][O:5][CH2:4][CH2:3][Si:2]([CH3:9])([CH3:8])[CH3:1])([C:18]([F:19])([F:20])[F:21])[C:22]([F:24])([F:25])[F:23])=[CH:15][CH:16]=1. Procedure: A solution of 2-(trimethylsilyl)ethoxymethyl chloride (25.9 g, 0.155 mol) in CH2Cl2 (50 mL) was added dropwise to a solution of 2-(4-bromophenyl)-1,1,1,3,3,3-hexafluoro-2-propanol from Step 1 (38.6 g, 0.120 mol) in the same solvent (500 mL) at 0° C. After completion of the addition, the mixture was allowed to warm to room temperature, and stirred for 3 h before it was diluted with CHCl3 (500 mL). The resulting solution was washed successively with 1N HCl (2×), saturated aqueous NaHCO3, water and... Reactants: O=C1CCC1, CO, [H][H], O=C(O)C1CCCN1. Product: O=C(O)C1CCCN1C1CCC1. RXN SMILES: [C:9]1(=[O:13])[CH2:10][CH2:11][CH2:12]1.[CH3:16][OH:17].[H:14][H:15].[NH:1]1[CH:2]([C:6](=[O:7])[OH:8])[CH2:3][CH2:4][CH2:5]1>>[N:1]1([CH:9]2[CH2:10][CH2:11][CH2:12]2)[CH:2]([C:6](=[O:7])[OH:8])[CH2:3][CH2:4][CH2:5]1. The reactants are BrCc1ccccc1, O=C([O-])[O-], CCOC(C)=O, [K+], [K+], C1CCOC1, O=C1C(Cc2c[nH]c3ccccc23)NCCN1CCc1ccccc1. Yields the product O=C1C(Cc2c[nH]c3ccccc23)N(Cc2ccccc2)CCN1CCc1ccccc1. RXN SMILES: [Br:26][CH2:27][c:28]1[cH:29][cH:30][cH:31][cH:32][cH:33]1.[C:34](=[O:35])([O-:36])[O-:37].[CH3:45][CH2:46][O:47][C:48](=[O:49])[CH3:50].[K+:38].[K+:39].[O:40]1[CH2:41][CH2:42][CH2:43][CH2:44]1.[nH:1]1[cH:2][c:3]([CH2:10][CH:11]2[C:12](=[O:25])[N:13]([CH2:17][CH2:18][c:19]3[cH:20][cH:21][cH:22][cH:23][cH:24]3)[CH2:14][CH2:15][NH:16]2)[c:4]2[cH:5][cH:6][cH:7][cH:8][c:9]12>>[nH:1]1[cH:2][c:3]([CH2:10][CH:11]2[C:12](=[O:25])[N:13]([CH2:17][CH2:18][c:19]3[cH:20][cH:21][cH:22][cH:23][cH:24]3)[CH2:14][CH2:15][N:16]2[CH2:27][c:28]2[cH:29][cH:30][cH:31][cH:32][cH:33]2)[c:4]2[cH:5][cH:6][cH:7][cH:8][c:9]12. Reactants: COC(C=CC1(CCOCC1)C)=O (3-(4-methyltetrahydropyran-4-yl)acrylic acid methyl ester), [H-].C(C(C)C)[Al+]CC(C)C (diisobutylaluminum hydride), C(=O)([O-])C(O)C(O)C(=O)[O-].[K+].[Na+] (sodium potassium tartrate). Solvent: C1(=CC=CC=C1)C (toluene), C1CCOC1 (THF). Reaction conditions: temperature -78 celsius, time 3 hour. The product is CC1(CCOCC1)C=CCO (3-(4-methyltetrahydropyran-4-yl)prop-2-ene-1-ol). Isolated yield 100.2%. Reaction SMILES: C[O:2][C:3](=O)[CH:4]=[CH:5][C:6]1([CH3:12])[CH2:11][CH2:10][O:9][CH2:8][CH2:7]1.[H-].C([Al+]CC(C)C)C(C)C.C(C(C(C([O-])=O)O)O)([O-])=O.[K+].[Na+]>C1COCC1.C1(C)C=CC=CC=1>[CH3:12][C:6]1([CH:5]=[CH:4][CH2:3][OH:2])[CH2:7][CH2:8][O:9][CH2:10][CH2:11]1 |f:1.2,3.4.5|. Reported procedure: Into a cooled (−78° C.) solution of 640 mg (3.47 mmol) of 3-(4-methyltetrahydropyran-4-yl)acrylic acid methyl ester obtained in the above 3) in THF was dropped 8.0 mL (8.00 mmol) of 1.0 mol/L diisobutylaluminum hydride in toluene at under an atmosphere of argon, and stirred for 3 hours at −78° C. The reaction mixture was allowed to warm to room temperature, and then an aqueous solution of sodium potassium tartrate was added, followed by a removal of solvent under a reduced pressure. Water was ad... Reactants: NCC=1C=C2CN(C(C2=C(C1)C)=O)CC1=CC=C(C=C1)OC(F)(F)F (5-aminomethyl-7-methyl-2-(4-trifluoromethoxy-benzyl)-2,3-dihydro-isoindol-1-one), ClCCN(C)CCCl (bis(2-chloro-ethyl)-methyl-amine), C(=O)([O-])[O-].[K+].[K+] (K2CO3). Solvent: CN(C)C=O (DMF). Conditions: temperature 110 celsius, time 16 hour. The product is CC=1C=C(C=C2CN(C(C12)=O)CC1=CC=C(C=C1)OC(F)(F)F)CN1CCN(CC1)C (7-methyl-5-(4-methyl-piperazin-1-ylmethyl)-2-(4-trifluoromethoxy-benzyl)-2,3-dihydro-isoindol-1-one). Yield: 30.8%. As a reaction SMILES: [NH2:1][CH2:2][C:3]1[CH:4]=[C:5]2[C:9](=[C:10]([CH3:12])[CH:11]=1)[C:8](=[O:13])[N:7]([CH2:14][C:15]1[CH:20]=[CH:19][C:18]([O:21][C:22]([F:25])([F:24])[F:23])=[CH:17][CH:16]=1)[CH2:6]2.Cl[CH2:27][CH2:28][N:29]([CH2:31][CH2:32]Cl)[CH3:30].C([O-])([O-])=O.[K+].[K+]>CN(C=O)C>[CH3:12][C:10]1[CH:11]=[C:3]([CH2:2][N:1]2[CH2:32][CH2:31][N:29]([CH3:30])[CH2:28][CH2:27]2)[CH:4]=[C:5]2[C:9]=1[C:8](=[O:13])[N:7]([CH2:14][C:15]1[CH:20]=[CH:19][C:18]([O:21][C:22]([F:25])([F:23])[F:24])=[CH:17][CH:16]=1)[CH2:6]2 |f:2.3.4|. Procedure details: In sealed vial, a mixture of 5-aminomethyl-7-methyl-2-(4-trifluoromethoxy-benzyl)-2,3-dihydro-isoindol-1-one (0.104 g, 0.3 mmol), bis(2-chloro-ethyl)-methyl-amine (0.077 g, 0.4 mmol), and K2CO3 (0.083 g, 0.6 mmol) in DMF (3 mL) was stirred at 110° C. for 16 h. After this time, the GC-MS of the reaction mixture indicated the completion of reaction. The reaction was cooled to ambient temperature and the solids removed by filtration. The filtrate was concentrated. Silica gel column chromatography o...